From a dataset of the Open Reaction Database (ORD), a public repository of structured organic reaction records. describe an organic reaction: reactants, conditions, products, and yield Reactants: C(O)([O-])=O.[Na+] (sodium hydrogencarbonate), [H-].[Na+] (Sodium hydride), BrC1=CC=C(C=C1)NC(C)=O (N-(4-Bromophenyl)acetamide), CI (methyl iodide). Solvent: CN(C=O)C (N,N-dimethylformamide). Reaction conditions: time 30 minute. The product is BrC1=CC=C(C=C1)N(C(C)=O)C (N-(4-Bromophenyl)-N-methylacetamide). Isolated yield 90.0%. As a reaction SMILES: [H-].[Na+].[Br:3][C:4]1[CH:9]=[CH:8][C:7]([NH:10][C:11](=[O:13])[CH3:12])=[CH:6][CH:5]=1.CI.[C:16](=O)([O-])O.[Na+]>CN(C)C=O>[Br:3][C:4]1[CH:5]=[CH:6][C:7]([N:10]([CH3:16])[C:11](=[O:13])[CH3:12])=[CH:8][CH:9]=1 |f:0.1,4.5|. Procedure: Sodium hydride (101.5 mg, 2.33 mmol) (55% in paraffin liquid) was added to a solution of 249 mg (1.16 mmol) of the title compound produced in step (i) of Reference Example 7 in N,N-dimethylformamide (2.5 ml), and the mixture was stirred at room temperature for 30 min. Thereafter, methyl iodide was added, and the mixture was stirred at room temperature for 1 hr. The reaction was stopped by adding a saturated aqueous sodium hydrogencarbonate solution, and the reaction solution was extracted with e...